describe an organic reaction: reactants, conditions, products, and yield From a dataset of the Open Reaction Database (ORD), a public repository of structured organic reaction records. Starting materials: CN=C=S (methyl isothiocyanate), S(=O)(=O)=NC=1C=C(C=CC1OC)C(C(=O)O)C(=S)NC (3-sulfonylamino-N-methylaminothiocarbonyl-4-methoxyphenylacetic acid), S(=O)(=O)=NC=1C=C(C=CC1OC)CC(=O)O (3-sulfonylamino-4-methoxyphenylacetic acid), Cl (hydrochloric acid), [OH-].[Na+] (sodium hydroxide). The solvent is CN(C)C=O (DMF). Conditions: temperature 70 celsius, time 2 hour. Yields the product S(=O)(=O)=NC=1C=C(C=CC1OCC)CC(=O)O (3-Sulfonylamino-4-ethoxyphenylacetic acid). As a reaction SMILES: [S:1](=[N:4][C:5]1[CH:6]=[C:7]([CH:13](C(NC)=S)[C:14]([OH:16])=[O:15])[CH:8]=[CH:9][C:10]=1[O:11][CH3:12])(=[O:3])=[O:2].S(=N[C:25]1C=C(CC(O)=O)C=CC=1OC)(=O)=O.[OH-].[Na+].CN=C=S.Cl>CN(C=O)C>[S:1](=[N:4][C:5]1[CH:6]=[C:7]([CH2:13][C:14]([OH:16])=[O:15])[CH:8]=[CH:9][C:10]=1[O:11][CH2:12][CH3:25])(=[O:3])=[O:2] |f:2.3|. Reported procedure: Preparation of 3-sulfonylamino-N-methylaminothiocarbonyl-4-methoxyphenylacetic acid ##STR18## 5 g of 3-sulfonylamino-4-methoxyphenylacetic acid were dissolved in 3 ml of DMF and stirred at 40° C. for 30 minutes with 245 mg of sodium hydroxide. 328 mg of methyl isothiocyanate were added thereto and the mixture was stirred for a further 2 h at 70° C. 2N hydrochloric acid was added to the cooled solution and the product was filtered off with suction. M.p. 174° C. Starting materials: [N+](=O)([O-])C(=CC=1C=CC=2N(C1)C=CN2)C (6-(2-nitro-1-propenyl)imidazo[1,2-a]pyridine), ferrous chloride, O (water), Cl (hydrochloric acid). The solvent is CCO (EtOH). The product is N=1C=CN2C1C=CC(=C2)CC(C)=O (1-(imidazo[1,2-a]pyridin-6-yl)-2-propanone). As a reaction SMILES: [N+]([C:4]([CH3:15])=[CH:5][C:6]1[CH:7]=[CH:8][C:9]2[N:10]([CH:12]=[CH:13][N:14]=2)[CH:11]=1)([O-])=O.Cl.[OH2:17]>CCO>[N:14]1[CH:13]=[CH:12][N:10]2[CH:11]=[C:6]([CH2:5][C:4](=[O:17])[CH3:15])[CH:7]=[CH:8][C:9]=12. Procedure details: In 25 ml of water and 25 ml of EtOH, 1.14 g of 6-(2-nitro-1-propenyl)imidazo[1,2-a]pyridine was heated to 80° C. together with 100 mg of ferrous chloride. With stirring, 2.5 ml of conc. hydrochloric acid was added at a refluxing rate and the mixture was stirred for 1 hour. Upon heating, insoluble matter was removed by filtration. After the insoluble matter was thoroughly washed with ethanol, the solvent was removed by distillation under reduced pressure. An aqueous sodium bicarbonate solution wa...